From a dataset of the Open Reaction Database (ORD), a public repository of structured organic reaction records. describe an organic reaction: reactants, conditions, products, and yield The reactants are C(O)([O-])=O.[Na+] (sodium hydrogen carbonate), O[C@H]1C[C@@H]2CC[C@H]3[C@@H]4C[C@H]([C@H](C(C)=O)[C@]4(CC([C@@H]3[C@]2(CC1)C)=O)C)C (3α-hydroxy-16α-methyl-5α-pregnane-11,20-dione), C1=CC=CC=C1 (benzene), O.C1(=CC=C(C=C1)S(=O)(=O)O)C (toluene-4-sulphonic acid monohydrate). The solvent is O (water), C(CO)O (ethylene glycol). Yields the product C1OC(C)([C@H]2[C@@H](C[C@H]3[C@@H]4CC[C@H]5C[C@@H](CC[C@]5(C)[C@H]4C(C[C@]23C)=O)O)C)OC1 (20,20-Ethylenedioxy-3α-hydroxy-16α-methyl-5α-pregnan-11-one). Reaction SMILES: [OH:1][C@@H:2]1[CH2:21][CH2:20][C@@:19]2([CH3:22])[C@@H:4]([CH2:5][CH2:6][C@@H:7]3[C@@H:18]2[C:17](=[O:23])[CH2:16][C@@:15]2([CH3:24])[C@H:8]3[CH2:9][C@@H:10]([CH3:25])[C@@H:11]2[C:12](=[O:14])[CH3:13])[CH2:3]1.[CH:26]1[CH:31]=CC=CC=1.O.C1(C)C=CC(S(O)(=O)=[O:40])=CC=1.C(=O)([O-])O.[Na+]>O.C(O)CO>[CH2:26]1[CH2:31][O:40][C:12]([C@@H:11]2[C@:15]3([CH3:24])[C@H:8]([C@H:7]4[C@H:18]([C:17](=[O:23])[CH2:16]3)[C@:19]3([CH3:22])[C@H:4]([CH2:3][C@H:2]([OH:1])[CH2:21][CH2:20]3)[CH2:5][CH2:6]4)[CH2:9][C@H:10]2[CH3:25])([CH3:13])[O:14]1 |f:2.3,4.5|. Procedure details: A mixture of 3α-hydroxy-16α-methyl-5α-pregnane-11,20-dione (1.00 g), benzene (50 ml), ethylene glycol (5 ml) and toluene-4-sulphonic acid monohydrate (50 mg) was brought to reflux under a Dean and Stark water separator and refluxed for 5 hr, then poured into saturated aqueous sodium hydrogen carbonate (50 ml) and the layers separated. The aqueous portion was extracted with additional benzene (50 ml) and the combined organic portions washed with water (2×50 ml), dried and evaporated to a white fo...